From a dataset of the Open Reaction Database (ORD), a public repository of structured organic reaction records. describe an organic reaction: reactants, conditions, products, and yield Reactants: CC(C)(C)OC(=O)CCc1ccc(OCCc2coc(-c3ccccc3)n2)cc1COC(=O)NC1CCCC1, ClCCl, O=C(O)C(F)(F)F. Product: O=C(O)CCc1ccc(OCCc2coc(-c3ccccc3)n2)cc1COC(=O)NC1CCCC1. RXN SMILES: [C:1]([CH3:2])([CH3:3])([CH3:4])[O:5][C:6]([CH2:7][CH2:8][c:9]1[c:10]([CH2:29][O:30][C:31]([NH:32][CH:33]2[CH2:34][CH2:35][CH2:36][CH2:37]2)=[O:38])[cH:11][c:12]([O:15][CH2:16][CH2:17][c:18]2[n:19][c:20](-[c:23]3[cH:24][cH:25][cH:26][cH:27][cH:28]3)[o:21][cH:22]2)[cH:13][cH:14]1)=[O:39].[Cl:47][CH2:48][Cl:49].[OH:40][C:41]([C:42]([F:43])([F:44])[F:45])=[O:46]>>[O:5]=[C:6]([CH2:7][CH2:8][c:9]1[c:10]([CH2:29][O:30][C:31]([NH:32][CH:33]2[CH2:34][CH2:35][CH2:36][CH2:37]2)=[O:38])[cH:11][c:12]([O:15][CH2:16][CH2:17][c:18]2[n:19][c:20](-[c:23]3[cH:24][cH:25][cH:26][cH:27][cH:28]3)[o:21][cH:22]2)[cH:13][cH:14]1)[OH:39]. Starting materials: C(Cl)(Cl)Cl (CHCl3), solution, Cl[O-].[Na+] (sodium hypochlorite), O (water), C(C(C)(C)C)(=O)OCOP(OCOC(C(C)(C)C)=O)(=O)CP(OCOC(C(C)(C)C)=O)(OCOC(C(C)(C)C)=O)=O (methylenebisphosphonic acid tetra(pivaloyloxymethyl) ester), C(Cl)(Cl)Cl (CHCl3). Conditions: time 1 hour. The product is tetra(pivaloyloxymethyl)ester, ClOP(OCl)(=O)CP(O)(O)=O (dichloro-methylene-bisphosphonic acid). As a reaction SMILES: [Cl:1][O-:2].[Na+].[OH2:4].C(OC[O:13][P:14]([CH2:25][P:26](=[O:45])([O:36]COC(=O)C(C)(C)C)[O:27]COC(=O)C(C)(C)C)(=O)OCOC(=O)C(C)(C)C)(=O)C(C)(C)C.C(Cl)(Cl)[Cl:47]>>[Cl:1][O:2][P:14]([CH2:25][P:26](=[O:45])([OH:36])[OH:27])(=[O:13])[O:4][Cl:47] |f:0.1|. Reported procedure: A 5.25% solution of sodium hypochlorite in water (4.4 ml, 3.4 mmol) was added dropwise over 10 minutes to a stirred solution of methylenebisphosphonic acid tetra(pivaloyloxymethyl) ester (1.0 g, 1.58 mmol) in CHCl3 (5 ml). After addition was complete, the reaction mixture was stirred at room temperature for 1 hour and then allowed to stand overnight. Additional CHCl3 was added and the aqueous layer separated. After drying (Na2SO4) and filtering the solvent was removed under reduced pressure to g...